This data is from the Open Reaction Database (ORD), a public repository of structured organic reaction records. The task is: describe an organic reaction: reactants, conditions, products, and yield Starting materials: CCI, [K+], [K+], O=C([O-])[O-], CN(C)C=O, O, O=c1c(O)cn(-c2cccc(C(F)(F)F)c2)nc1-c1ccnn1-c1ccccc1. Yields the product CCOc1cn(-c2cccc(C(F)(F)F)c2)nc(-c2ccnn2-c2ccccc2)c1=O. As a reaction SMILES: [I:30][CH2:31][CH3:32].[K+:33].[K+:34].[O-:35][C:36]([O-:37])=[O:38].[O:40]=[CH:41][N:42]([CH3:43])[CH3:44].[OH2:39].[OH:1][c:2]1[c:3](=[O:29])[c:4](-[c:18]2[cH:19][cH:20][n:21][n:22]2-[c:23]2[cH:24][cH:25][cH:26][cH:27][cH:28]2)[n:5][n:6](-[c:8]2[cH:9][c:10]([C:14]([F:15])([F:16])[F:17])[cH:11][cH:12][cH:13]2)[cH:7]1>>[O:1]([c:2]1[c:3](=[O:29])[c:4](-[c:18]2[cH:19][cH:20][n:21][n:22]2-[c:23]2[cH:24][cH:25][cH:26][cH:27][cH:28]2)[n:5][n:6](-[c:8]2[cH:9][c:10]([C:14]([F:15])([F:16])[F:17])[cH:11][cH:12][cH:13]2)[cH:7]1)[CH2:31][CH3:32]. Reactants: F[B-](F)(F)F, C[O+](C)C, ClCCl, Cl, NC(=O)CNC(=O)OCc1ccccc1. The product is COC(=N)CNC(=O)OCc1ccccc1. RXN SMILES: [B-:16]([F:17])([F:18])([F:19])[F:20].[CH3:21][O+:22]([CH3:23])[CH3:24].[Cl:26][CH2:27][Cl:28].[ClH:25].[NH2:1][C:2]([CH2:3][NH:4][C:5]([O:6][CH2:7][c:8]1[cH:9][cH:10][cH:11][cH:12][cH:13]1)=[O:14])=[O:15]>>[NH:1]=[C:2]([CH2:3][NH:4][C:5]([O:6][CH2:7][c:8]1[cH:9][cH:10][cH:11][cH:12][cH:13]1)=[O:14])[O:15][CH3:21]. Starting materials: CO, Cl, COCOC(C)c1cnc(F)cc1I, [Na+], [Na+], O=C([O-])[O-]. Yields the product CC(O)c1cnc(F)cc1I. Reaction SMILES: [CH3:16][OH:17].[ClH:1].[F:2][c:3]1[n:4][cH:5][c:6]([CH:10]([CH3:11])[O:12][CH2:13][O:14][CH3:15])[c:7]([I:9])[cH:8]1.[Na+:18].[Na+:19].[O-:20][C:21](=[O:22])[O-:23]>>[F:2][c:3]1[n:4][cH:5][c:6]([CH:10]([CH3:11])[OH:12])[c:7]([I:9])[cH:8]1. Reactants: C(C=C)OCC(CNC(C(=C)C)=O)O (N-(3-Allyloxy-2-hydroxy-propyl)-2-methyl acrylamide), C[Si](O[SiH](O[Si](C)(C)C)O[Si](C)(C)C)(C)C (Tris(trimethylsiloxy)silane), [Cl-] (chloride), Example 9, platinic chloride. The solvent is C1(=CC=CC=C1)C (toluene). Run at temperature 96 celsius, time 16 hour. The product is OC(CNC(C(=C)C)=O)COCCC[Si](O[Si](C)(C)C)(O[Si](C)(C)C)O[Si](C)(C)C (N-(2-hydroxy-3-(3-(tris(trimethylsilyloxy)silyl)propyloxy)propyl)-2-methyl acrylamide). As a reaction SMILES: [CH2:1]([O:4][CH2:5][CH:6]([OH:14])[CH2:7][NH:8][C:9](=[O:13])[C:10]([CH3:12])=[CH2:11])[CH:2]=[CH2:3].[CH3:15][Si:16]([CH3:30])([CH3:29])[O:17][SiH:18]([O:24][Si:25]([CH3:28])([CH3:27])[CH3:26])[O:19][Si:20]([CH3:23])([CH3:22])[CH3:21].[Cl-]>C1(C)C=CC=CC=1>[OH:14][CH:6]([CH2:5][O:4][CH2:1][CH2:2][CH2:3][Si:18]([O:19][Si:20]([CH3:23])([CH3:22])[CH3:21])([O:24][Si:25]([CH3:28])([CH3:27])[CH3:26])[O:17][Si:16]([CH3:29])([CH3:30])[CH3:15])[CH2:7][NH:8][C:9](=[O:13])[C:10]([CH3:12])=[CH2:11]. Procedure: N-(3-Allyloxy-2-hydroxy-propyl)-2-methyl acrylamide made according to Example 9 (18 g, 0.09 mol), platinic chloride (4 mg, 100 ppm), BHT (36 mg, 2000 ppm) and toluene (90 mL) were charged into a 500 mL three-neck flask, equipped with a condenser with a nitrogen inlet and outlet, and a thermocouple connected to a temperature controller. Tris(trimethylsiloxy)silane (26.8 g, 0.09 mol) was added dropwise to the above mixture at 96-97° C. After stirred at about 96° C. for 16 hours, additional platoni...